Dataset: the Open Reaction Database (ORD), a public repository of structured organic reaction records. Task: describe an organic reaction: reactants, conditions, products, and yield Reaction SMILES: C([NH:5][S:6]([C:9]1[CH:14]=[CH:13][C:12]([C:15]2[CH:20]=[CH:19][CH:18]=[C:17]([C:21]3[CH2:22][C:23](=[O:39])[NH:24][C:25]4[CH:31]=[C:30]([C:32]([F:35])([F:34])[F:33])[C:29]([O:36][CH2:37][CH3:38])=[CH:28][C:26]=4[N:27]=3)[CH:16]=2)=[CH:11][CH:10]=1)(=[O:8])=[O:7])(C)(C)C.C(O)(C(F)(F)F)=O>>[CH2:37]([O:36][C:29]1[C:30]([C:32]([F:35])([F:34])[F:33])=[CH:31][C:25]2[NH:24][C:23](=[O:39])[CH2:22][C:21]([C:17]3[CH:16]=[C:15]([C:12]4[CH:11]=[CH:10][C:9]([S:6]([NH2:5])(=[O:7])=[O:8])=[CH:14][CH:13]=4)[CH:20]=[CH:19][CH:18]=3)=[N:27][C:26]=2[CH:28]=1)[CH3:38]. The product is C(C)OC=1C(=CC2=C(N=C(CC(N2)=O)C=2C=C(C=CC2)C2=CC=C(C=C2)S(=O)(=O)N)C1)C(F)(F)F (3′-(8-Ethoxy-4-oxo-7-trifluoromethyl-4,5-dihydro-3H-benzo[b][1,4]diazepin-2-yl)-biphenyl-4-sulfonic acid amide), solid. Yield: 51.0%. Reactants: C(C)(C)(C)NS(=O)(=O)C1=CC=C(C=C1)C1=CC(=CC=C1)C=1CC(NC2=C(N1)C=C(C(=C2)C(F)(F)F)OCC)=O (3′-(8-ethoxy-4-oxo-7-trifluoromethyl-4,5-dihydro-3H-benzo[b][1,4]diazepin-2-yl)-biphenyl-4-sulfonic acid tert-butylamide), C(=O)(C(F)(F)F)O (TFA). Reported procedure: The title compound was prepared from 3′-(8-ethoxy-4-oxo-7-trifluoromethyl-4,5-dihydro-3H-benzo[b][1,4]diazepin-2-yl)-biphenyl-4-sulfonic acid tert-butylamide (Example 7) (205 mg, 0.4 mmol) and TFA (5 mL) according to the general procedure I step 2. Obtained as an off-white solid (94 mg, 51%). MS (ISP) 503.8 [(M+H)+]; mp 245-250° C. (dec).